This data is from the Open Reaction Database (ORD), a public repository of structured organic reaction records. The task is: describe an organic reaction: reactants, conditions, products, and yield Starting materials: N1=CC=C(C=C1)C=CC1=CC=C(C=C1)O (4-[2-(4-pyridinyl)-ethenyl]-phenol), C([O-])([O-])=O.[K+].[K+] (potassium carbonate), C(C)OC(CCCBr)=O (4-bromobutyric acid ethyl ester). The solvent is CC(CC)=O (butanone). Yields the product C(C)OC(CCCOC1=CC=C(C=C1)C=CC1=CC=NC=C1)=O (4-{4-[2-(4-Pyridinyl)-ethenyl]-phenoxy}-butyric acid ethyl ester). Reaction SMILES: [N:1]1[CH:6]=[CH:5][C:4]([CH:7]=[CH:8][C:9]2[CH:14]=[CH:13][C:12]([OH:15])=[CH:11][CH:10]=2)=[CH:3][CH:2]=1.C(=O)([O-])[O-].[K+].[K+].[CH2:22]([O:24][C:25](=[O:30])[CH2:26][CH2:27][CH2:28]Br)[CH3:23]>CC(=O)CC>[CH2:22]([O:24][C:25](=[O:30])[CH2:26][CH2:27][CH2:28][O:15][C:12]1[CH:11]=[CH:10][C:9]([CH:8]=[CH:7][C:4]2[CH:5]=[CH:6][N:1]=[CH:2][CH:3]=2)=[CH:14][CH:13]=1)[CH3:23] |f:1.2.3|. Reported procedure: One heats a mixture of 30 g (0.15 mol) 4-[2-(4-pyridinyl)-ethenyl]-phenol, 21 g potassium carbonate, 750 ml butanone and 33 ml (0.23 mol) 4-bromobutyric acid ethyl ester to reflux for 24 h, filters, evaporates the filtrate, mixes with water, extracts with dichloromethane, dries the extract, evaporates the triturates the residue with ether. There remain 42.3 g of title compound (89% of theory) of the m.p. 83°-85° C. Reactants: ClCC(=O)Cl (chloracetyl chloride), CC=1SC2=C(N1)C=C(C=C2)N (2-Methylbenzothiazole-5-ylamine), C(C)OCC (ethyl ether), C([O-])(O)=O.[Na+] (sodium bicarbonate). Solvent: C(C)(=O)OCC (ethyl acetate). Conditions: time 24 hour. The product is ClCC(=O)NC=1C=CC2=C(N=C(S2)C)C1 (2-chloro-N-(2-methylbenzothiazol-5-yl)acetamide). Reaction SMILES: [CH3:1][C:2]1[S:3][C:4]2[CH:10]=[CH:9][C:8]([NH2:11])=[CH:7][C:5]=2[N:6]=1.C(OCC)C.C(=O)(O)[O-].[Na+].[Cl:22][CH2:23][C:24](Cl)=[O:25]>C(OCC)(=O)C>[Cl:22][CH2:23][C:24]([NH:11][C:8]1[CH:9]=[CH:10][C:4]2[S:3][C:2]([CH3:1])=[N:6][C:5]=2[CH:7]=1)=[O:25] |f:2.3|. Procedure details: 2-Methylbenzothiazole-5-ylamine (1.0 g, 4.2 mm) was suspended in a mixture of 1:1 ethyl ether: saturated aqueous sodium bicarbonate. To the suspension was added chloracetyl chloride (0.7 g, 6.5 mm) over a period of 10 minutes. The mixture was allowed to stir at room temperature for 24 hours, and then diluted with 50 ml of ethyl acetate. The organic layer was separated, dried over magnesium sulgate, and filtered. The solvent was evaporated from the filtrate, and the white solid residue obtained w... Starting materials: (2S)-2-(2-oxo-4-(2,2-difluorovinyl)-1-pyrrolidinyl)butanoic acid 2.2-(dimethyl)ethyl ester, P(N(C)C)(N(C)C)N(C)C ((Me2N)3P), C(F)(F)(Br)Br (CF2Br2), C(C)(C)(C)OC(=O)[C@H](CC)N1CC(CC1=O)C=O (1-[(1S)-1-(tertbutoxycarbonyl)propyl]-5-oxo-3-pyrrolidinecarboxaldehyde), [PH4+] (phosphonium), P(CCCC)(CCCC)CCCC.C(Cl)(Cl)(Cl)F ((nBu)3P CCl3F), (2S)-2-(2-oxo-4-(2,2-difluorovinyl)-1-pyrrolidinyl)butanoic acid 2,2-(dimethyl)ethyl ester. The solvent is CCO.CCCCCC (EtOH hexane), C1CCOC1 (THF), C1CCOC1 (THF). Conditions: time 1 hour. Product: halovinyl, C(C)(C)(C)OC(=O)[C@H](CC)N1CC(CC1=O)C=O (1-[(1S)-1-(tertbutoxycarbonyl)propyl]-5-oxo-3-pyrrolidinecarboxaldehyde), P (phosphine). Reaction SMILES: [P:1](N(C)C)(N(C)C)N(C)C.C(Br)(Br)(F)F.[C:16]([O:20][C:21]([C@@H:23]([N:26]1[C:30](=[O:31])[CH2:29][CH:28]([CH:32]=[O:33])[CH2:27]1)[CH2:24][CH3:25])=[O:22])([CH3:19])([CH3:18])[CH3:17].[PH4+].P(CCCC)(CCCC)CCCC.C(F)(Cl)(Cl)Cl>C1COCC1.CCO.CCCCCC>[C:16]([O:20][C:21]([C@@H:23]([N:26]1[C:30](=[O:31])[CH2:29][CH:28]([CH:32]=[O:33])[CH2:27]1)[CH2:24][CH3:25])=[O:22])([CH3:19])([CH3:17])[CH3:18].[PH3:1] |f:4.5,7.8|. Procedure details: The synthesis of the two diastereoisomers of (2S)-2-(2-oxo-4-(2,2-difluorovinyl)-1-pyrrolidinyl)butanoic acid 2,2-(dimethyl)ethyl ester 399 is representative. In a three necked flask under argon, (Me2N)3P (89.8 g, 0.55 mol.) is added to a solution of CF2Br2 (58 g, 0.25 mol.) in THF (280 ml) at −78° C. (appearance of a white precipitate) and warmed to room temperature. A solution of the aldehyde 396 as a 1/1 mixture of diastereoisomers (35.2 g, 0.138 mol.) in THF is added dropwise to the preforme... Starting materials: ClCCl, C=C(C)CCl, CN(SCl)C(=O)F. The product is CN(SC(C)(CCl)CCl)C(=O)F. Reaction SMILES: [CH2:13]([Cl:14])[Cl:15].[CH2:1]([C:2]([CH3:3])=[CH2:4])[Cl:5].[CH3:6][N:7]([C:8](=[O:9])[F:10])[S:11][Cl:12]>>[CH2:1]([C:2]([CH3:3])([CH2:4][Cl:14])[S:11][N:7]([CH3:6])[C:8](=[O:9])[F:10])[Cl:5]. Starting materials: FC(C1(OCC(O1)CO)C(F)(F)F)(F)F (2,2-bis(trifluoromethyl)-4-hydroxymethyl-1,3-dioxolane), C1C(C)O1 (propylene oxide), [OH-].[K+] (potassium hydroxide), C1CO1 (ethylene oxide). Run at temperature 125 celsius, time 3 hour. Yields the product CC1(OCC(O1)CO)C(F)(F)F (2-methyl-2-trifluoromethyl-4-hydroxymethyl-1,3-dioxolane). As a reaction SMILES: [F:1][C:2]([F:15])([F:14])[C:3]1([C:10](F)(F)F)[O:7][CH:6]([CH2:8][OH:9])[CH2:5][O:4]1.C1OC1C.[OH-].[K+].C1OC1>>[CH3:10][C:3]1([C:2]([F:15])([F:1])[F:14])[O:7][CH:6]([CH2:8][OH:9])[CH2:5][O:4]1 |f:2.3|. Procedure: A 2 L stirrer-equipped autoclave was charged with 2,2-bis(trifluoromethyl)-4-hydroxymethyl-1,3-dioxolane (96.1 g; 0.4 moles), propylene oxide (23.3 g; 0.4 moles), and potassium hydroxide (0.6 g). The autoclave was purged of oxygen using argon gas and then sealed. While stirring the mixture, the temperature of the autoclave was raised to 125° C. and then kept at that temperature for 3 hours. After cooling the mixture to room temperature, the autoclave was vented. Next, ethylene oxide (52.9 g; 1.2... Starting materials: CC(=O)OC1CC2=CCC3C4CCC(C(C)CO)C4(C)CCC3C2(C)C(OC(C)=O)C1, Cc1ccc(S(=O)(=O)Cl)cc1, c1ccncc1. Yields the product CC(=O)OC1CC2=CCC3C4CCC(C(C)COS(=O)(=O)c5ccc(C)cc5)C4(C)CCC3C2(C)C(OC(C)=O)C1. RXN SMILES: [C:12]([CH3:13])(=[O:14])[O:15][CH:16]1[CH2:17][CH:18]([O:39][C:40]([CH3:41])=[O:42])[CH2:19][C:20]2=[CH:21][CH2:22][CH:23]3[CH:24]4[CH2:25][CH2:26][CH:27]([CH:28]([CH2:29][OH:30])[CH3:31])[C:32]4([CH3:38])[CH2:33][CH2:34][CH:35]3[C:36]12[CH3:37].[c:1]1([CH3:11])[cH:2][cH:3][c:4]([S:7](=[O:8])(=[O:9])[Cl:10])[cH:5][cH:6]1.[cH:43]1[cH:44][cH:45][n:46][cH:47][cH:48]1>>[c:1]1([CH3:11])[cH:2][cH:3][c:4]([S:7](=[O:8])(=[O:9])[O:30][CH2:29][CH:28]([CH:27]2[CH2:26][CH2:25][CH:24]3[CH:23]4[CH2:22][CH:21]=[C:20]5[CH2:19][CH:18]([O:39][C:40]([CH3:41])=[O:42])[CH2:17][CH:16]([O:15][C:12]([CH3:13])=[O:14])[C:36]5([CH3:37])[CH:35]4[CH2:34][CH2:33][C:32]32[CH3:38])[CH3:31])[cH:5][cH:6]1. Reactants: Cl (hydrochloric acid), N1CCCC1 (pyrrolidine), [I-].[K+] (potassium iodide), ClC=1C=C(C=CC1)C1=C(C(N(C2=NC(=CC=C12)C)CC)=O)CCCOS(=O)(=O)C (4-(3-chlorophenyl)-1-ethyl-3-(3-methanesulfonyloxypropyl)-7-methyl-1,8-naphthyridin-2(1H)-one). Solvent: O (water), C1CCOC1 (THF). Run at temperature 60 celsius. Product: Cl.ClC=1C=C(C=CC1)C1=C(C(N(C2=NC(=CC=C12)C)CC)=O)CCCN1CCCC1 (4-(3-chlorophenyl)-1-ethyl-7-methyl-3-[3-(pyrrolidin-1-yl)propyl]-1,8-naphthyridin-2(1H)-one monohydrochloride). Reaction SMILES: [Cl:1][C:2]1[CH:3]=[C:4]([C:8]2[C:17]3[C:12](=[N:13][C:14]([CH3:18])=[CH:15][CH:16]=3)[N:11]([CH2:19][CH3:20])[C:10](=[O:21])[C:9]=2[CH2:22][CH2:23][CH2:24]OS(C)(=O)=O)[CH:5]=[CH:6][CH:7]=1.[NH:30]1[CH2:34][CH2:33][CH2:32][CH2:31]1.[I-].[K+].Cl>O.C1COCC1>[ClH:1].[Cl:1][C:2]1[CH:3]=[C:4]([C:8]2[C:17]3[C:12](=[N:13][C:14]([CH3:18])=[CH:15][CH:16]=3)[N:11]([CH2:19][CH3:20])[C:10](=[O:21])[C:9]=2[CH2:22][CH2:23][CH2:24][N:30]2[CH2:34][CH2:33][CH2:32][CH2:31]2)[CH:5]=[CH:6][CH:7]=1 |f:2.3,7.8|. Procedure: To a 10 ml THF solution containing 700 mg of 4-(3-chlorophenyl)-1-ethyl-3-(3-methanesulfonyloxypropyl)-7-methyl-1,8-naphthyridin-2(1H)-one were added 0.5 ml of pyrrolidine and 300 mg of potassium iodide, followed by stirring under heating at an oil bath temperature of 60° C. for 1.5 hours. After cooling to room temperature, water and 1M hydrochloric acid were added thereto, and the whole was extracted with ethyl acetate. The organic layer was washed with saturated brine and dried over anhydrous ... Starting materials: ClCC1=NC(=CC=C1)C1=CC=C(C=C1)F (2-chloromethyl,6-(4-fluorophenyl)pyridine), OCCC=1C=C(C=CC1)N (3-(2-hydroxy ethyl)phenyl amine). The product is FC1=CC=C(C=C1)C1=CC=CC(=N1)COCCC=1C=C(C=CC1)N (3-{2-[6-(4-fluoro-phenyl)-pyridin-2-ylmethoxy]-ethyl}-phenyl amine). As a reaction SMILES: Cl[CH2:2][C:3]1[CH:8]=[CH:7][CH:6]=[C:5]([C:9]2[CH:14]=[CH:13][C:12]([F:15])=[CH:11][CH:10]=2)[N:4]=1.[OH:16][CH2:17][CH2:18][C:19]1[CH:20]=[C:21]([NH2:25])[CH:22]=[CH:23][CH:24]=1>>[F:15][C:12]1[CH:13]=[CH:14][C:9]([C:5]2[N:4]=[C:3]([CH2:2][O:16][CH2:17][CH2:18][C:19]3[CH:20]=[C:21]([NH2:25])[CH:22]=[CH:23][CH:24]=3)[CH:8]=[CH:7][CH:6]=2)=[CH:10][CH:11]=1. Procedure: Using a similar procedure to step 1 of Example 1 222 mg (1 mmol) of the product of step 3 above was reacted with 137 mg (1 mmol) of 3-(2-hydroxy ethyl)phenyl amine. After purification on silica with 40% ethyl acetate:hexane elution, recovered 0.21 g (65%) of an oil. NMR (200 MHz, CDCl3) δ 8.11 (m, 2H, ArH), 7.79 (m, 2H, ArH), 7.18-7.38 (m, 6H, ArH), 7.08 (d, J=8 Hz, 1H, ArH), 4.63 (s, 2H, OCH2), 4.53 (bs, 2H, NH2), 3.78 (t, J=7 Hz, 2H, OCH2), 2.92 (t, J=7 Hz, 2H, ArCH2).